Task: describe an organic reaction: reactants, conditions, products, and yield. Dataset: the Open Reaction Database (ORD), a public repository of structured organic reaction records Starting materials: [H-].[Al+3].[Li+].[H-].[H-].[H-] (Lithium aluminium hydride), CCOCC (ether), COC(C1=CC=C(C=C1)CC1=NN=NN1)=O (methyl-4-(1H-tetrazol-5-ylmethyl)benzoate). Product: N1N=NN=C1CC1=CC=C(C=C1)CO ([4-(1H-tetrazol-5-ylmethyl)-phenyl]-methanol). Reported procedure: Lithium aluminium hydride (0.142 g, 3.75 mmol) was taken in a dry, three-necked flask, fitted with a reflux condenser. Anhydrous ether (10 mL) was added. A solution of methyl-4-(1H-tetrazol-5-ylmethyl)benzoate (0.654 g, 3.0 mmol) in anhydrous THF (5 mL) was added dropwise. After the addition was complete, the mixture was heated to reflux for 2 hours. Then, the reaction mixture was cooled to 0° C. and quenched by cautious addition of water (10 mL) and 15% sodium hydroxide solution (10 mL). The re... Solvent: C1CCOC1 (THF). Conditions: temperature 0 celsius, time 30 minute. As a reaction SMILES: [H-].[Al+3].[Li+].[H-].[H-].[H-].CCOCC.C[O:13][C:14](=O)[C:15]1[CH:20]=[CH:19][C:18]([CH2:21][C:22]2[NH:26][N:25]=[N:24][N:23]=2)=[CH:17][CH:16]=1>C1COCC1>[NH:26]1[C:22]([CH2:21][C:18]2[CH:19]=[CH:20][C:15]([CH2:14][OH:13])=[CH:16][CH:17]=2)=[N:23][N:24]=[N:25]1 |f:0.1.2.3.4.5|. Reaction SMILES: Br[C:2]1[CH:7]=[CH:6][C:5]([C:8]2[CH:13]=[CH:12][CH:11]=[CH:10][CH:9]=2)=[C:4]([CH2:14][NH:15][CH2:16][C@@H:17]([OH:32])[C@@H:18]([NH:28][C:29](=[O:31])[CH3:30])[CH2:19][C:20]2[CH:25]=[C:24]([F:26])[CH:23]=[C:22]([F:27])[CH:21]=2)[CH:3]=1.C([Sn](CCCC)(CCCC)[C:38]([O:40]CC)=[CH2:39])CCC.[ClH:51]>C1(C)C=CC=CC=1.CCOCC>[ClH:51].[C:38]([C:2]1[CH:7]=[CH:6][C:5]([C:8]2[CH:13]=[CH:12][CH:11]=[CH:10][CH:9]=2)=[C:4]([CH2:14][NH:15][CH2:16][C@@H:17]([OH:32])[C@@H:18]([NH:28][C:29](=[O:31])[CH3:30])[CH2:19][C:20]2[CH:25]=[C:24]([F:26])[CH:23]=[C:22]([F:27])[CH:21]=2)[CH:3]=1)(=[O:40])[CH3:39] |f:5.6|. Procedure details: To N-[(1S,2R)-3-{[(4-bromo-1,1′-biphenyl-2-yl)methyl]amino}-1-(3,5-difluorobenzyl)-2-hydroxypropyl]acetamide (120 mg, 0.24 mmol) in toluene (1 mL) was added tributyl(1-ethoxyvinyl)tin (100 μL, 0.28 mmol) and bis-triphenylphoshine palladium(II) dichloride (10 mg, 0.012 mmol), and the reaction was heated at 100° C. 3 h under N2. The solution was cooled to room temperature, 1 N hydrochloric acid (1 mL) was added, and the mixture was stirred 20 min. The mixture was partitioned, and the organics were... Conditions: temperature 100 celsius, time 20 minute. The solvent is C1(=CC=CC=C1)C (toluene), CCOCC (ether). The reactants are BrC1=CC(=C(C=C1)C1=CC=CC=C1)CNC[C@H]([C@H](CC1=CC(=CC(=C1)F)F)NC(C)=O)O (N-[(1S,2R)-3-{[(4-bromo-1,1′-biphenyl-2-yl)methyl]amino}-1-(3,5-difluorobenzyl)-2-hydroxypropyl]acetamide), C(CCC)[Sn](C(=C)OCC)(CCCC)CCCC (tributyl(1-ethoxyvinyl)tin), bis-triphenylphoshine palladium(II) dichloride, Cl (hydrochloric acid). Product: Cl.C(C)(=O)C1=CC(=C(C=C1)C1=CC=CC=C1)CNC[C@H]([C@H](CC1=CC(=CC(=C1)F)F)NC(C)=O)O (N-[(1S,2R)-3-{[(4-Acetyl-1,1′-biphenyl-2-yl)methyl]amino}-1-(3,5-difluorobenzyl)-2-hydroxypropyl]acetamide hydrochloride). The reactants are ClC(Cl)(Cl)Cl, Cl, C1CCOC1, CC(=O)Nc1cc(-c2ccccc2)no1. Product: CC(=O)Nc1onc(-c2ccccc2)c1Cl. RXN SMILES: [C:17]([Cl:18])([Cl:19])([Cl:20])[Cl:21].[Cl:16].[O:22]1[CH2:23][CH2:24][CH2:25][CH2:26]1.[c:1]1(-[c:7]2[n:8][o:9][c:10]([NH:12][C:13]([CH3:14])=[O:15])[cH:11]2)[cH:2][cH:3][cH:4][cH:5][cH:6]1>>[c:1]1(-[c:7]2[n:8][o:9][c:10]([NH:12][C:13]([CH3:14])=[O:15])[c:11]2[Cl:18])[cH:2][cH:3][cH:4][cH:5][cH:6]1. Starting materials: O=C1NCc2c(-c3ccccc3Cl)cc(O)cc2N1c1c(Cl)cccc1Cl, CCOC(=O)N=NC(=O)OCC, C1CCOC1, OCCN1CCCCC1, c1ccc(P(c2ccccc2)c2ccccc2)cc1. Yields the product O=C1NCc2c(-c3ccccc3Cl)cc(OCCN3CCCCC3)cc2N1c1c(Cl)cccc1Cl. RXN SMILES: [Cl:13][c:14]1[c:15]([N:21]2[C:22](=[O:39])[NH:23][CH2:24][c:25]3[c:26](-[c:32]4[c:33]([Cl:38])[cH:34][cH:35][cH:36][cH:37]4)[cH:27][c:28]([OH:31])[cH:29][c:30]32)[c:16]([Cl:20])[cH:17][cH:18][cH:19]1.[O:1]=[C:2]([O:3][CH2:4][CH3:5])[N:6]=[N:7][C:8]([O:9][CH2:10][CH3:11])=[O:12].[O:68]1[CH2:69][CH2:70][CH2:71][CH2:72]1.[OH:59][CH2:60][CH2:61][N:62]1[CH2:63][CH2:64][CH2:65][CH2:66][CH2:67]1.[c:40]1([P:41]([c:42]2[cH:43][cH:44][cH:45][cH:46][cH:47]2)[c:48]2[cH:49][cH:50][cH:51][cH:52][cH:53]2)[cH:54][cH:55][cH:56][cH:57][cH:58]1>>[Cl:13][c:14]1[c:15]([N:21]2[C:22](=[O:39])[NH:23][CH2:24][c:25]3[c:26](-[c:32]4[c:33]([Cl:38])[cH:34][cH:35][cH:36][cH:37]4)[cH:27][c:28]([O:31][CH2:60][CH2:61][N:62]4[CH2:63][CH2:64][CH2:65][CH2:66][CH2:67]4)[cH:29][c:30]32)[c:16]([Cl:20])[cH:17][cH:18][cH:19]1.